Dataset: the Open Reaction Database (ORD), a public repository of structured organic reaction records. Task: describe an organic reaction: reactants, conditions, products, and yield Starting materials: O=C(OC(Cl)(Cl)Cl)Cl (diphosgene), 12.85, Cl.NC(C(=O)O)C(=O)O (aminomalonate hydrochloride), C (charcoal), O1CCOCC1 (dioxane). The product is N(=C=O)C(C(=O)OC)C(=O)OC (dimethyl isocyanatomalonate). Isolated yield 80.0%. As a reaction SMILES: [O:1]=[C:2](Cl)[O:3][C:4](Cl)(Cl)Cl.Cl.[NH2:10][CH:11]([C:15]([OH:17])=[O:16])C(O)=O.[CH4:18].[O:19]1CCOC[CH2:20]1>>[N:10]([CH:11]([C:15]([O:17][CH3:18])=[O:16])[C:2]([O:3][CH3:4])=[O:1])=[C:20]=[O:19] |f:1.2|. Procedure details: 9.7 mL diphosgene is added dropwise over 50 minutes to a mixture of 12.85 gdiemthyl aminomalonate hydrochloride and 0.1 g activated charcoal in 25 mL dioxane under N2. The reaction mixture warms to 75°-80°C. during this time. The reaction mixture is then heated and stirred at reflux for 21/2 hours. The reaction mixture is then cooled, filtered, and concentrated to dryness by rotary evaporator, keeping exposure to moistureto a minimum. The crude product is purified by fractional distillation (bp ... Starting materials: N#Cc1cccc(NC(=O)Nc2ccc(S(=O)(=O)NCc3ccc(S(N)(=O)=O)cc3)cc2)c1, CC(C)(C)OC(=O)N1CCNCC1. Yields the product CC(C)(C)OC(=O)N1CCN(C(=N)c2cccc(NC(=O)Nc3ccc(S(=O)(=O)NCc4ccc(S(N)(=O)=O)cc4)cc3)c2)CC1. RXN SMILES: [C:1](#[N:2])[c:3]1[cH:4][c:5]([NH:9][C:10]([NH:11][c:12]2[cH:13][cH:14][c:15]([S:18](=[O:19])(=[O:20])[NH:21][CH2:22][c:23]3[cH:24][cH:25][c:26]([S:29]([NH2:30])(=[O:31])=[O:32])[cH:27][cH:28]3)[cH:16][cH:17]2)=[O:33])[cH:6][cH:7][cH:8]1.[N:34]1([C:40](=[O:41])[O:42][C:43]([CH3:44])([CH3:45])[CH3:46])[CH2:35][CH2:36][NH:37][CH2:38][CH2:39]1>>[C:1](=[NH:2])([c:3]1[cH:4][c:5]([NH:9][C:10]([NH:11][c:12]2[cH:13][cH:14][c:15]([S:18](=[O:19])(=[O:20])[NH:21][CH2:22][c:23]3[cH:24][cH:25][c:26]([S:29]([NH2:30])(=[O:31])=[O:32])[cH:27][cH:28]3)[cH:16][cH:17]2)=[O:33])[cH:6][cH:7][cH:8]1)[N:37]1[CH2:36][CH2:35][N:34]([C:40](=[O:41])[O:42][C:43]([CH3:44])([CH3:45])[CH3:46])[CH2:39][CH2:38]1. Reactants: [H-].[Na+] (NaH), OC=1C=C2C(CC(C2=CC1)=O)(C)C (5-hydroxy-3,3-dimethyl-1-indanone), ClC1=NC=C(C#N)C=C1 (6-chloronicotinonitrile). Run in CS(=O)C (DMSO), CS(=O)C (DMSO). Conditions: temperature 60 celsius, time 8 hour. The product is CC1(CC(C2=CC=C(C=C12)OC1=NC=C(C#N)C=C1)=O)C (6-(3,3-Dimethyl-1-oxo-indan-5-yloxy)-nicotinonitrile). Isolated yield 70.7%. RXN SMILES: [H-].[Na+].[OH:3][C:4]1[CH:5]=[C:6]2[C:10](=[CH:11][CH:12]=1)[C:9](=[O:13])[CH2:8][C:7]2([CH3:15])[CH3:14].Cl[C:17]1[CH:24]=[CH:23][C:20]([C:21]#[N:22])=[CH:19][N:18]=1>CS(C)=O>[CH3:14][C:7]1([CH3:15])[C:6]2[C:10](=[CH:11][CH:12]=[C:4]([O:3][C:17]3[CH:24]=[CH:23][C:20]([C:21]#[N:22])=[CH:19][N:18]=3)[CH:5]=2)[C:9](=[O:13])[CH2:8]1 |f:0.1|. Procedure details: Add NaH (60%/oil, 196 mg, 4.91 mmol) to a mixture of 5-hydroxy-3,3-dimethyl-1-indanone (787 mg, 4.46 mmol) and DMSO (00 ml) sting at ambient temperature under nitrogen. After ten minutes, add 6-chloronicotinonitrile (619 mg, 4.46 mmol) dissolved in DMSO (10 ml) and stir the resulting mixture at 60° C. overnight. Quench the reaction with saturated aqueous NH4Cl and extract with EtOAc (2×). Wash extract with water and brine, dry (MgSO4) and concentrate on rotary evaporator to a brown, oily solid. ... Reactants: O=C1CC2(CCO1)CCN(C(=O)OCc1ccccc1)CC2, CCO. The product is O=C1CC2(CCNCC2)CCO1. RXN SMILES: [CH2:1]([O:2][C:3](=[O:4])[N:11]1[CH2:12][CH2:13][C:14]2([CH2:15][CH2:16][O:17][C:18](=[O:20])[CH2:19]2)[CH2:21][CH2:22]1)[c:5]1[cH:6][cH:7][cH:8][cH:9][cH:10]1.[CH3:23][CH2:24][OH:25]>>[NH:11]1[CH2:12][CH2:13][C:14]2([CH2:15][CH2:16][O:17][C:18](=[O:20])[CH2:19]2)[CH2:21][CH2:22]1. Starting materials: CC(=O)NCCCC(O)(c1cccc(Cl)c1)C1CCCN(C(=O)OC(C)(C)C)C1, CC#N, Cl. Yields the product CC(=O)NCCCC(O)(c1cccc(Cl)c1)C1CCCNC1. Reaction SMILES: [C:1]([CH3:2])(=[O:3])[NH:4][CH2:5][CH2:6][CH2:7][C:8]([OH:9])([c:10]1[cH:11][c:12]([Cl:16])[cH:13][cH:14][cH:15]1)[CH:17]1[CH2:18][N:19]([C:23]([O:24][C:25]([CH3:26])([CH3:27])[CH3:28])=[O:29])[CH2:20][CH2:21][CH2:22]1.[CH3:30][C:31]#[N:32].[ClH:33]>>[C:1]([CH3:2])(=[O:3])[NH:4][CH2:5][CH2:6][CH2:7][C:8]([OH:9])([c:10]1[cH:11][c:12]([Cl:16])[cH:13][cH:14][cH:15]1)[CH:17]1[CH2:18][NH:19][CH2:20][CH2:21][CH2:22]1. The reactants are [C@H]1(CCCN2CCCC[C@H]12)CN1CCC(CC1)NC(=O)C=1NC2=CC=CC(=C2C1)OCC1=COC2=C1C(=CC=C2)OC (4-(4-Methoxy-benzofuran-3-ylmethoxy)-1H-indole-2-carboxylic acid {1-[(1S,9aR)-1-(octahydro-quinolizin-1-yl)methyl]-piperidin-4-yl}-amide), Cl.Cl.Cl.NC1CCN(CC1)CCN1C[C@@H]([C@H](CC1)O)C ((3S,4S)-1-[2-(4-Amino-piperidin-1-yl)-ethyl]-3-methyl-piperidin-4-ol trihydrochloride). Yields the product O[C@@H]1[C@H](CN(CC1)CCN1CCC(CC1)NC(=O)C=1NC2=CC=CC(=C2C1)OCC1=COC2=C1C(=CC=C2)OC)C (4-(4-Methoxy-benzofuran-3-ylmethoxy)-1H-indole-2-carboxylic acid {1-[2-((3S,4S)-4-hydroxy-3-methyl-piperidin-1-yl)-ethyl]-piperidin-4-yl}-amide). RXN SMILES: [C@H]1(C[N:12]2[CH2:17][CH2:16][CH:15]([NH:18][C:19]([C:21]3[NH:22][C:23]4[C:28]([CH:29]=3)=[C:27]([O:30][CH2:31][C:32]3[C:36]5[C:37]([O:41][CH3:42])=[CH:38][CH:39]=[CH:40][C:35]=5[O:34][CH:33]=3)[CH:26]=[CH:25][CH:24]=4)=[O:20])[CH2:14][CH2:13]2)[C@@H]2N(CCCC2)CCC1.Cl.Cl.Cl.NC1CCN([CH2:53][CH2:54][N:55]2[CH2:60][CH2:59][C@H:58]([OH:61])[C@@H:57]([CH3:62])[CH2:56]2)CC1>>[OH:61][C@H:58]1[CH2:59][CH2:60][N:55]([CH2:54][CH2:53][N:12]2[CH2:17][CH2:16][CH:15]([NH:18][C:19]([C:21]3[NH:22][C:23]4[C:28]([CH:29]=3)=[C:27]([O:30][CH2:31][C:32]3[C:36]5[C:37]([O:41][CH3:42])=[CH:38][CH:39]=[CH:40][C:35]=5[O:34][CH:33]=3)[CH:26]=[CH:25][CH:24]=4)=[O:20])[CH2:14][CH2:13]2)[CH2:56][C@@H:57]1[CH3:62] |f:1.2.3.4|. Reported procedure: This compound is synthesized analogously to example 1 from 4-(4-methoxy-benzofuran-3-ylmethoxy)-1H-indole-2-carboxylic acid 122 (see example 94) and amine 14. The reactants are CCOC(=O)c1ccc2c(c1)CC(C)(C)C(c1ccc(F)c(Cl)c1)N2, CO, Cl, [Na+], C1CCOC1, [OH-], O. Yields the product CC1(C)Cc2cc(C(=O)O)ccc2NC1c1ccc(F)c(Cl)c1. RXN SMILES: [CH2:1]([CH3:2])[O:3][C:4](=[O:5])[c:6]1[cH:7][c:8]2[c:13]([cH:14][cH:15]1)[NH:12][CH:11]([c:16]1[cH:17][c:18]([Cl:23])[c:19]([F:22])[cH:20][cH:21]1)[C:10]([CH3:24])([CH3:25])[CH2:9]2.[CH3:29][OH:30].[ClH:28].[Na+:27].[O:31]1[CH2:32][CH2:33][CH2:34][CH2:35]1.[OH-:26].[OH2:36]>>[O:3]=[C:4]([OH:5])[c:6]1[cH:7][c:8]2[c:13]([cH:14][cH:15]1)[NH:12][CH:11]([c:16]1[cH:17][c:18]([Cl:23])[c:19]([F:22])[cH:20][cH:21]1)[C:10]([CH3:24])([CH3:25])[CH2:9]2. The reactants are C(CCC)[Li] (Butyllithium), C1=CC=CC=2C3=CC=CC=C3N(C12)C=1C=C(C=CC1)N(C1=C(C=CC=C1)Br)C1=C(C=CC=C1)Br (N-(3-(9H-carbazol-9-yl)phenyl)-2-bromo-N-(2-bromophenyl)aniline), Cl[Si](C1=CC=CC=C1)(C1=CC=CC=C1)Cl (Dichlorodiphenylsilane). Run in C1CCOC1 (THF). Reaction conditions: temperature -78 celsius, time 2 hour. The product is C1=CC=CC=2C3=CC=CC=C3N(C12)C=1C=C(C=CC1)N1C2=C([Si](C3=C1C=CC=C3)(C3=CC=CC=C3)C3=CC=CC=C3)C=CC=C2 (5-(3-(9H-carbazol-9-yl)phenyl)-10,10-diphenyl-5,10 dihydrodibenzo[b,e][1,4]azasiline). The yield is 33.0%. RXN SMILES: [CH:1]1[C:13]2[N:12]([C:14]3[CH:15]=[C:16]([N:20]([C:28]4[CH:33]=[CH:32][CH:31]=[CH:30][C:29]=4Br)[C:21]4[CH:26]=[CH:25][CH:24]=[CH:23][C:22]=4Br)[CH:17]=[CH:18][CH:19]=3)[C:11]3[C:6](=[CH:7][CH:8]=[CH:9][CH:10]=3)[C:5]=2[CH:4]=[CH:3][CH:2]=1.C([Li])CCC.Cl[Si:41](Cl)([C:48]1[CH:53]=[CH:52][CH:51]=[CH:50][CH:49]=1)[C:42]1[CH:47]=[CH:46][CH:45]=[CH:44][CH:43]=1>C1COCC1>[CH:1]1[C:13]2[N:12]([C:14]3[CH:15]=[C:16]([N:20]4[C:28]5[CH:33]=[CH:32][CH:31]=[CH:30][C:29]=5[Si:41]([C:48]5[CH:49]=[CH:50][CH:51]=[CH:52][CH:53]=5)([C:42]5[CH:47]=[CH:46][CH:45]=[CH:44][CH:43]=5)[C:22]5[CH:23]=[CH:24][CH:25]=[CH:26][C:21]4=5)[CH:17]=[CH:18][CH:19]=3)[C:11]3[C:6](=[CH:7][CH:8]=[CH:9][CH:10]=3)[C:5]=2[CH:4]=[CH:3][CH:2]=1. Procedure details: N-(3-(9H-carbazol-9-yl)phenyl)-2-bromo-N-(2-bromophenyl)aniline (4.05 g, 7.13 mmol) was added into a 250-mL round bottom flask and solubilized in dry THF (100 ml). The mixture was cooled down to −78° C. Butyllithium (5.70 ml, 14.25 mmol) was added dropwise. The mixture was stirred at −78° C. for 2 hours. Dichlorodiphenylsilane (1.467 ml, 7.13 mmol) was then added dropwise. The mixture was warmed to room temperature and stirred overnight. The reaction mixture was quenched with water, extracted th... Starting materials: COC1=C(C(=C(C2=CC=CC=C12)OC)CCCCI)C (1,4-dimethoxy-2-methyl-3-(4-iodobutyl)naphthalene), O1C(CCCC1)OCC#CCCCC#C (1-(2-tetrahydropyranyloxy)-2,7-octadiyne). Yields the product COC1=C(C(=C(C2=CC=CC=C12)OC)CCCCC#CCCCC#CCO)C (1,4-dimethoxy-2-methyl-3-(12-hydroxy-5,10-dodecadiynyl)naphthalene). Yield: 73.4%. As a reaction SMILES: [CH3:1][O:2][C:3]1[C:12]2[C:7](=[CH:8][CH:9]=[CH:10][CH:11]=2)[C:6]([O:13][CH3:14])=[C:5]([CH2:15][CH2:16][CH2:17][CH2:18]I)[C:4]=1[CH3:20].O1CCCCC1[O:27][CH2:28][C:29]#[C:30][CH2:31][CH2:32][CH2:33][C:34]#[CH:35]>>[CH3:1][O:2][C:3]1[C:12]2[C:7](=[CH:8][CH:9]=[CH:10][CH:11]=2)[C:6]([O:13][CH3:14])=[C:5]([CH2:15][CH2:16][CH2:17][CH2:18][C:35]#[C:34][CH2:33][CH2:32][CH2:31][C:30]#[C:29][CH2:28][OH:27])[C:4]=1[CH3:20]. Procedure details: By condensing 1,4-dimethoxy-2-methyl-3-(4-iodobutyl)naphthalene (3.84 g, 10 mmole) with 1-(2-tetrahydropyranyloxy)-2,7-octadiyne (2.10 g, 10 mmole) in accordance with the procedure of the above Reference Example 46, there was produced 1,4-dimethoxy-2-methyl-3-(12-hydroxy-5,10-dodecadiynyl)naphthalene (2.78 g, 73.5%, oily product). 1,4-Dimethoxy-2-methyl-3-(4-iodobutyl)naphthalene [δ1.5 to 2.2(4H), 2.40(3H), 2.82(2H), 3.23(2H), 3.84(3H), 3.87 (3H), 7.3 to 7.5(2H), 7.8 to 8.1(2H)] as utilized in t...